From a dataset of the Open Reaction Database (ORD), a public repository of structured organic reaction records. describe an organic reaction: reactants, conditions, products, and yield The reactants are C1(CCCC1)OC=1C=C(C=CC1OC)C1(CCC2(CC1)OCCO2)C#CC2=CC(=CC=C2)C(=O)O (4-(3-cyclopentyloxy-4-methoxyphenyl)-1,1-(ethylenedioxy)-4-(3-carboxyphenylethynyl)cyclohexane), Cl (hydrochloric acid), CO (CH3OH), O (H2O). Solvent: O1CCCC1 (tetrahydrofuran). Yields the product C1(CCCC1)OC=1C=C(C=CC1OC)C1(CCC(CC1)=O)C#CC1=CC(=CC=C1)C(=O)O (4-(3-cyclopentyloxy-4-methoxyphenyl)-4-(3-carboxyphenylethynyl)cyclohexane-1-one). As a reaction SMILES: [CH:1]1([O:6][C:7]2[CH:8]=[C:9]([C:15]3([C:25]#[C:26][C:27]4[CH:32]=[CH:31][CH:30]=[C:29]([C:33]([OH:35])=[O:34])[CH:28]=4)[CH2:20][CH2:19][C:18]4(OCC[O:21]4)[CH2:17][CH2:16]3)[CH:10]=[CH:11][C:12]=2[O:13][CH3:14])[CH2:5][CH2:4][CH2:3][CH2:2]1.Cl.O.CO>O1CCCC1>[CH:1]1([O:6][C:7]2[CH:8]=[C:9]([C:15]3([C:25]#[C:26][C:27]4[CH:32]=[CH:31][CH:30]=[C:29]([C:33]([OH:35])=[O:34])[CH:28]=4)[CH2:20][CH2:19][C:18](=[O:21])[CH2:17][CH2:16]3)[CH:10]=[CH:11][C:12]=2[O:13][CH3:14])[CH2:2][CH2:3][CH2:4][CH2:5]1. Procedure details: A solution of 4-(3-cyclopentyloxy-4-methoxyphenyl)-1,1-(ethylenedioxy)-4-(3-carboxyphenylethynyl)cyclohexane (0.11 g, 0.23 mmol) in tetrahydrofuran (6 mL) containing 3N hydrochloric acid (0.7 mL) was heated under an argon atmosphere at 55°-70° C. for 2 h. The cooled reaction mixture was concentrated in vacuo and the residue was partitioned between cold water and methylene chloride. The organic phase was washed with saturated brine solution, was dried over magnesium sulfate and was evaporated. Th...